Task: describe an organic reaction: reactants, conditions, products, and yield. Dataset: the Open Reaction Database (ORD), a public repository of structured organic reaction records Reactants: CC(C)(C)OC(=O)N1CC(C(=O)O)C(c2ccc(Cl)cc2)C1, CC1CCC(N(C(=O)C2CCCO2)C2CNC(C(=O)N3CCN(C)CC3)C2)CC1. Yields the product CC1CCC(N(C(=O)C2CCCO2)C2CC(C(=O)N3CCN(C)CC3)N(C(=O)C3CN(C(=O)OC(C)(C)C)CC3c3ccc(Cl)cc3)C2)CC1. As a reaction SMILES: [C:30](=[O:31])([O:32][C:33]([CH3:34])([CH3:35])[CH3:36])[N:37]1[CH2:38][CH:39]([C:49](=[O:50])[OH:51])[CH:40]([c:42]2[cH:43][cH:44][c:45]([Cl:48])[cH:46][cH:47]2)[CH2:41]1.[CH3:1][CH:2]1[CH2:3][CH2:4][CH:5]([N:8]([C:9](=[O:10])[CH:11]2[O:12][CH2:13][CH2:14][CH2:15]2)[CH:16]2[CH2:17][NH:18][CH:19]([C:21](=[O:22])[N:23]3[CH2:24][CH2:25][N:26]([CH3:29])[CH2:27][CH2:28]3)[CH2:20]2)[CH2:6][CH2:7]1>>[CH3:1][CH:2]1[CH2:3][CH2:4][CH:5]([N:8]([C:9](=[O:10])[CH:11]2[O:12][CH2:13][CH2:14][CH2:15]2)[CH:16]2[CH2:17][N:18]([C:49]([CH:39]3[CH2:38][N:37]([C:30](=[O:31])[O:32][C:33]([CH3:34])([CH3:35])[CH3:36])[CH2:41][CH:40]3[c:42]3[cH:43][cH:44][c:45]([Cl:48])[cH:46][cH:47]3)=[O:50])[CH:19]([C:21](=[O:22])[N:23]3[CH2:24][CH2:25][N:26]([CH3:29])[CH2:27][CH2:28]3)[CH2:20]2)[CH2:6][CH2:7]1.